This data is from the Open Reaction Database (ORD), a public repository of structured organic reaction records. The task is: describe an organic reaction: reactants, conditions, products, and yield Reactants: BrCc1cccc(Br)c1, CC(C)(C)OC(=O)N1CCC(O)CC1, [H-], [Na+], C1CCOC1. Product: CC(C)(C)OC(=O)N1CCC(OCc2cccc(Br)c2)CC1. Reaction SMILES: [Br:17][c:18]1[cH:19][c:20]([CH2:21][Br:22])[cH:23][cH:24][cH:25]1.[C:3]([CH3:4])([CH3:5])([CH3:6])[O:7][C:8](=[O:9])[N:10]1[CH2:11][CH2:12][CH:13]([OH:16])[CH2:14][CH2:15]1.[H-:1].[Na+:2].[O:26]1[CH2:27][CH2:28][CH2:29][CH2:30]1>>[C:3]([CH3:4])([CH3:5])([CH3:6])[O:7][C:8](=[O:9])[N:10]1[CH2:11][CH2:12][CH:13]([O:16][CH2:21][c:20]2[cH:19][c:18]([Br:17])[cH:25][cH:24][cH:23]2)[CH2:14][CH2:15]1. The reactants are FC(C=1C=C(OC2CN(C2)C(=O)Cl)C=CC1)(F)F (3-[3-(trifluoromethyl)phenoxy]-1-azetidinecarbonyl chloride), C([O-])([O-])=O.[K+].[K+] (potassium carbonate), O1CCCC1 (tetrahydrofuran), CN1CCNCCC1 (1-methylhomopiperazine). Solvent: O (water). Conditions: time 15 minute. Yields the product C(\C=C\C(=O)O)(=O)O.CN1CCN(CCC1)C(=O)N1CC(C1)OC1=CC(=CC=C1)C(F)(F)F (Hexahydro-1-methyl-4-[3-[3-(trifluoromethyl)phenoxy]-1-azetidinylcarbonyl]-1H-1,4-diazepine fumarate). Isolated yield 86.6%. As a reaction SMILES: [F:1][C:2]([F:18])([F:17])[C:3]1[CH:4]=[C:5]([CH:14]=[CH:15][CH:16]=1)[O:6][CH:7]1[CH2:10][N:9]([C:11](Cl)=[O:12])[CH2:8]1.[C:19](=[O:22])([O-:21])[O-].[K+].[K+].[CH3:25][N:26]1[CH2:32][CH2:31][CH2:30][NH:29][CH2:28][CH2:27]1.[O:33]1CCCC1>O>[C:5]([OH:33])(=[O:6])/[CH:14]=[CH:15]/[C:19]([OH:21])=[O:22].[CH3:25][N:26]1[CH2:32][CH2:31][CH2:30][N:29]([C:11]([N:9]2[CH2:10][CH:7]([O:6][C:5]3[CH:14]=[CH:15][CH:16]=[C:3]([C:2]([F:18])([F:17])[F:1])[CH:4]=3)[CH2:8]2)=[O:12])[CH2:28][CH2:27]1 |f:1.2.3,7.8|. Procedure: A stirred mixture of 2.8 g (0.01 mole) of 3-[3-(trifluoromethyl)phenoxy]-1-azetidinecarbonyl chloride and 1.4 g (0.01 mole) of potassium carbonate in 20 ml of tetrahydrofuran was treated with 1.15 g (0.01 mole) of 1-methylhomopiperazine, and after stirring for 15 minutes a small piece of ice was added. After stirring for 15 hr, the reaction mixture was diluted with 200 ml of water and the oil which separated was extracted into methylene chloride (2×50 ml). The combined extracts were dried over m... The reactants are O (Water), ClC1=C(C=CC(=C1)OC1=CC=NC2=CC(=C(C=C12)OC)O)NC(=O)NCCC (N-{2-chloro-4-[(7-hydroxy-6-methoxy-4-quinolyl) oxy]phenyl}-N′-propylurea), C([O-])([O-])=O.[K+].[K+] (potassium carbonate), Cl.ClCC=1C=NC=CC1 (3-chloromethylpyridine hydrochloride). Run in CN(C=O)C (N,N-dimethylformamide). Run at temperature 80 celsius, time 3 hour. Yields the product ClC1=C(C=CC(=C1)OC1=CC=NC2=CC(=C(C=C12)OC)OCC=1C=NC=CC1)NC(=O)NCCC (N-(2-chloro-4-{[6-methoxy-7-(3-pyridyl-methoxy)-4-quinolyl]oxy}phenyl)-N′-propylurea). The yield is 71.0%. Reaction SMILES: [Cl:1][C:2]1[CH:7]=[C:6]([O:8][C:9]2[C:18]3[C:13](=[CH:14][C:15]([OH:21])=[C:16]([O:19][CH3:20])[CH:17]=3)[N:12]=[CH:11][CH:10]=2)[CH:5]=[CH:4][C:3]=1[NH:22][C:23]([NH:25][CH2:26][CH2:27][CH3:28])=[O:24].C(=O)([O-])[O-].[K+].[K+].Cl.Cl[CH2:37][C:38]1[CH:39]=[N:40][CH:41]=[CH:42][CH:43]=1.O>CN(C)C=O>[Cl:1][C:2]1[CH:7]=[C:6]([O:8][C:9]2[C:18]3[C:13](=[CH:14][C:15]([O:21][CH2:37][C:38]4[CH:39]=[N:40][CH:41]=[CH:42][CH:43]=4)=[C:16]([O:19][CH3:20])[CH:17]=3)[N:12]=[CH:11][CH:10]=2)[CH:5]=[CH:4][C:3]=1[NH:22][C:23]([NH:25][CH2:26][CH2:27][CH3:28])=[O:24] |f:1.2.3,4.5|. Procedure: A starting compound (N-{2-chloro-4-[(7-hydroxy-6-methoxy-4-quinolyl) oxy]phenyl}-N′-propylurea, 80 mg), potassium carbonate (138 mg), and 3-chloromethylpyridine hydrochloride (41 mg) were dissolved in N,N-dimethylformamide (1 ml), and the solution was stirred at 80° C. for 3 hr. Water was added to the reaction mixture, and the mixture was extracted with chloroform-propanol (3/1). The organic layer was dried over anhydrous sodium sulfate, and the solvent was removed by distillation under the redu... The reactants are CC(C)N, Cc1cccc(S(=O)(=O)Cl)c1[N+](=O)[O-], ClCCl, O. Product: Cc1cccc(S(=O)(=O)NC(C)C)c1[N+](=O)[O-]. As a reaction SMILES: [CH3:1][CH:2]([CH3:3])[NH2:4].[CH3:5][c:6]1[c:7]([N+:16](=[O:17])[O-:18])[c:8]([S:12](=[O:13])(=[O:14])[Cl:15])[cH:9][cH:10][cH:11]1.[Cl:20][CH2:21][Cl:22].[OH2:19]>>[CH3:1][CH:2]([CH3:3])[NH:4][S:12]([c:8]1[c:7]([N+:16](=[O:17])[O-:18])[c:6]([CH3:5])[cH:11][cH:10][cH:9]1)(=[O:13])=[O:14].